From a dataset of the Open Reaction Database (ORD), a public repository of structured organic reaction records. describe an organic reaction: reactants, conditions, products, and yield Starting materials: CC(=O)O, Fc1ccc2c(c1)NCCCS2, O=N[O-], [Na+], O. Yields the product O=NN1CCCSc2ccc(F)cc21. As a reaction SMILES: [CH3:18][C:19](=[O:20])[OH:21].[F:1][c:2]1[cH:3][cH:4][c:5]2[c:6]([cH:12]1)[NH:7][CH2:8][CH2:9][CH2:10][S:11]2.[N:13](=[O:14])[O-:15].[Na+:16].[OH2:17]>>[F:1][c:2]1[cH:3][cH:4][c:5]2[c:6]([cH:12]1)[N:7]([N:13]=[O:14])[CH2:8][CH2:9][CH2:10][S:11]2.